From a dataset of the Open Reaction Database (ORD), a public repository of structured organic reaction records. describe an organic reaction: reactants, conditions, products, and yield Reactants: O=C(CBr)OCc1ccccc1, COC(=O)CN1C(=O)C(NC(=O)OC(C)(C)C)CNc2ccccc21. Product: CC(C)(C)OC(=O)NC1CNc2ccccc2N(CC(=O)OCc2ccccc2)C1=O. Reaction SMILES: [Br:26][CH2:27][C:28]([O:29][CH2:30][c:32]1[cH:33][cH:34][cH:35][cH:36][cH:37]1)=[O:31].[CH3:1][O:2][C:3]([CH2:4][N:5]1[C:6](=[O:24])[CH:7]([NH:16][C:17](=[O:18])[O:19][C:20]([CH3:21])([CH3:22])[CH3:23])[CH2:8][NH:9][c:10]2[c:11]1[cH:12][cH:13][cH:14][cH:15]2)=[O:25]>>[CH2:1]([O:2][C:3]([CH2:4][N:5]1[C:6](=[O:24])[CH:7]([NH:16][C:17](=[O:18])[O:19][C:20]([CH3:21])([CH3:22])[CH3:23])[CH2:8][NH:9][c:10]2[c:11]1[cH:12][cH:13][cH:14][cH:15]2)=[O:25])[c:32]1[cH:33][cH:34][cH:35][cH:36][cH:37]1.